This data is from the Open Reaction Database (ORD), a public repository of structured organic reaction records. The task is: describe an organic reaction: reactants, conditions, products, and yield Reactants: FC(C(=O)O)(F)F (Trifluoroacetic acid), ClC1=C(C(=O)OC(C)(C)C)C=C(C(=C1)OC=1C=NC(=C(C1)Cl)C1CC1)Cl (tert-butyl 2,5-dichloro-4-(5-chloro-6-cyclopropylpyridin-3-yloxy)benzoate). Procedure details: Trifluoroacetic acid (42 μL, 0.56 mmol) was added to a solution of tert-butyl 2,5-dichloro-4-(5-chloro-6-cyclopropylpyridin-3-yloxy)benzoate (Preparation 219, 116 mg, 0.28 mmol) in dichloromethane (3 mL). The reaction mixture was stirred at room temperature for 4 hours then concentrated in vacuo. The residue was dissolved in methanol (10 mL) then concentrated in vacuo to afford the title compound as colourless solid (100 mg, 100%). Run in ClCCl (dichloromethane). Yield: 99.6%. The product is ClC1=C(C(=O)O)C=C(C(=C1)OC=1C=NC(=C(C1)Cl)C1CC1)Cl (2,5-Dichloro-4-(5-chloro-6-cyclopropylpyridin-3-yloxy)benzoic acid). RXN SMILES: FC(F)(F)C(O)=O.[Cl:8][C:9]1[CH:21]=[C:20]([O:22][C:23]2[CH:24]=[N:25][C:26]([CH:30]3[CH2:32][CH2:31]3)=[C:27]([Cl:29])[CH:28]=2)[C:19]([Cl:33])=[CH:18][C:10]=1[C:11]([O:13]C(C)(C)C)=[O:12]>ClCCl>[Cl:8][C:9]1[CH:21]=[C:20]([O:22][C:23]2[CH:24]=[N:25][C:26]([CH:30]3[CH2:32][CH2:31]3)=[C:27]([Cl:29])[CH:28]=2)[C:19]([Cl:33])=[CH:18][C:10]=1[C:11]([OH:13])=[O:12]. Reaction conditions: time 4 hour. Starting materials: S1C=CC=C1 (thiophene), C1(\C=C/C(=O)O1)=O (maleic anhydride). Run in O1CCCC1 (tetrahydrofuran). Run at temperature 700 celsius, time 24 hour. Yields the product C12C3C(C(C=C1)S2)C(=O)OC3=O (7-thiabicyclo[2.2.1]hept-5-ene-2,3-dicarboxylic anhydride), Formula 201. Isolated yield 90.0%. As a reaction SMILES: [S:1]1[CH:5]=[CH:4][CH:3]=[CH:2]1.[C:6]1(=[O:12])[O:11][C:9](=[O:10])[CH:8]=[CH:7]1>O1CCCC1>[CH:2]12[S:1][CH:5]([CH:4]=[CH:3]1)[CH:7]1[C:6]([O:11][C:9](=[O:10])[CH:8]21)=[O:12]. Reported procedure: In tetrahydrofuran solvent (500 g), thiophene (1 mole) and maleic anhydride (1 mole) are dissolved, and the solution is introduced into a 2-liter flask. After stirring at 700° C. for 24 hours, the solvent is removed by using a rotary evaporator. The residue is distilled in vacuo to obtain pure 7-thiabicyclo[2.2.1]hept-5-ene-2,3-dicarboxylic anhydride of the following Chemical Formula 201 (yield: 90%).